Dataset: the Open Reaction Database (ORD), a public repository of structured organic reaction records. Task: describe an organic reaction: reactants, conditions, products, and yield The reactants are CC(CC)(C)C1=NC2=C(N1CC1CCOCC1)C=CC(=C2)S(=O)(=O)Cl (2-(1,1-dimethylpropyl)-1-(tetrahydro-2H-pyran-4-ylmethyl)-1H-benzimidazole-5-sulfonyl chloride), N1C=C(C=C1)C=O (1H-pyrrole-3-carbaldehyde), [H-].[Na+] (sodium hydride). Solvent: C1CCOC1 (THF). Yields the product CC(CC)(C)C1=NC2=C(N1CC1CCOCC1)C=CC(=C2)S(=O)(=O)N2C=C(C=C2)C=O (1-{[2-(1,1-dimethylpropyl)-1-(tetrahydro-2H-pyran-4-ylmethyl)-1H-benzimidazol-5-yl]sulfonyl}-1H-pyrrole-3-carbaldehyde). Yield: 72.5%. As a reaction SMILES: [CH3:1][C:2]([C:6]1[N:10]([CH2:11][CH:12]2[CH2:17][CH2:16][O:15][CH2:14][CH2:13]2)[C:9]2[CH:18]=[CH:19][C:20]([S:22](Cl)(=[O:24])=[O:23])=[CH:21][C:8]=2[N:7]=1)([CH3:5])[CH2:3][CH3:4].[NH:26]1[CH:30]=[CH:29][C:28]([CH:31]=[O:32])=[CH:27]1.[H-].[Na+]>C1COCC1>[CH3:1][C:2]([C:6]1[N:10]([CH2:11][CH:12]2[CH2:17][CH2:16][O:15][CH2:14][CH2:13]2)[C:9]2[CH:18]=[CH:19][C:20]([S:22]([N:26]3[CH:30]=[CH:29][C:28]([CH:31]=[O:32])=[CH:27]3)(=[O:24])=[O:23])=[CH:21][C:8]=2[N:7]=1)([CH3:5])[CH2:3][CH3:4] |f:2.3|. Procedure: Following the same procedure in Example 29, using 2-(1,1-dimethylpropyl)-1-(tetrahydro-2H-pyran-4-ylmethyl)-1H-benzimidazole-5-sulfonyl chloride (0.66 g, 1.7 mmol), 1H-pyrrole-3-carbaldehyde (0.14 g, 1.4 mmol) and sodium hydride (0.29 g, 60%, 7.2 mmol) in THF (15 mL). The crude product was purified by MPLC using Hex/EtOAc (1:1) on silica gel to give 0.45 g (71%) of a white solid as the title compound. MS (ESI) (M+H)+=443.93 Reactants: Intermediate 101, CN1N=C(C(=C1)C1=C2C(=NC=C1)N(C(=C2)C2=CC=C(C=O)C=C2)S(=O)(=O)C2=CC=CC=C2)C2=CC=C(C=C2)[N+](=O)[O-] (4-[4-[1-methyl-3-(4-nitrophenyl)-1H-pyrazol-4-yl]-1-(phenylsulfonyl)-1H-pyrrolo[2,3-b]pyridin-2-yl]benzaldehyde), N1(CCNCC1)CCO (2-(1-piperazinyl)ethanol). The product is CN1N=C(C(=C1)C1=C2C(=NC=C1)N(C(=C2)C2=CC=C(C=C2)CN2CCN(CC2)CCO)S(=O)(=O)C2=CC=CC=C2)C2=CC=C(C=C2)[N+](=O)[O-] (2-[4-({4-[4-[1-methyl-3-(4-nitrophenyl)-1H-pyrazol-4-yl]-1-(phenylsulfonyl)-1H-pyrrolo[2,3-b]pyridin-2-yl]phenyl}methyl)-1-piperazinyl]ethanol). As a reaction SMILES: [CH3:1][N:2]1[CH:6]=[C:5]([C:7]2[CH:12]=[CH:11][N:10]=[C:9]3[N:13]([S:24]([C:27]4[CH:32]=[CH:31][CH:30]=[CH:29][CH:28]=4)(=[O:26])=[O:25])[C:14]([C:16]4[CH:23]=[CH:22][C:19]([CH:20]=O)=[CH:18][CH:17]=4)=[CH:15][C:8]=23)[C:4]([C:33]2[CH:38]=[CH:37][C:36]([N+:39]([O-:41])=[O:40])=[CH:35][CH:34]=2)=[N:3]1.[N:42]1([CH2:48][CH2:49][OH:50])[CH2:47][CH2:46][NH:45][CH2:44][CH2:43]1>>[CH3:1][N:2]1[CH:6]=[C:5]([C:7]2[CH:12]=[CH:11][N:10]=[C:9]3[N:13]([S:24]([C:27]4[CH:32]=[CH:31][CH:30]=[CH:29][CH:28]=4)(=[O:25])=[O:26])[C:14]([C:16]4[CH:17]=[CH:18][C:19]([CH2:20][N:45]5[CH2:46][CH2:47][N:42]([CH2:48][CH2:49][OH:50])[CH2:43][CH2:44]5)=[CH:22][CH:23]=4)=[CH:15][C:8]=23)[C:4]([C:33]2[CH:34]=[CH:35][C:36]([N+:39]([O-:41])=[O:40])=[CH:37][CH:38]=2)=[N:3]1. Reported procedure: Following the procedure described for Intermediate 101 using 4-[4-[1-methyl-3-(4-nitrophenyl)-1H-pyrazol-4-yl]-1-(phenylsulfonyl)-1H-pyrrolo[2,3-b]pyridin-2-yl]benzaldehyde and 2-(1-piperazinyl)ethanol provided the title compound. ESMS [M+H]+: 678.4. Reactants: ClC1=NC=C(C=C1Cl)C(F)(F)F (2,3-dichloro-5-(trifluoromethyl)pyridine), CN1N=CC2=CC=C(C=C12)CNS(=O)(=O)C1=CC=C(C(=O)OC)C=C1 (Methyl 4-(N-((1-methyl-1H-indazol-6-yl)methyl)sulfamoyl)benzoate). The product is ClC=1C(=NC=C(C1)C(F)(F)F)N(S(=O)(=O)C1=CC=C(C(=O)OC)C=C1)CC1=CC=C2C=NN(C2=C1)C (Methyl 4-(N-(3-chloro-5-(trifluoromethyl)pyridin-2-yl)-N-((1-methyl-1H-indazol-6-yl)methyl)sulfamoyl)benzoate). Reaction SMILES: Cl[C:2]1[C:7]([Cl:8])=[CH:6][C:5]([C:9]([F:12])([F:11])[F:10])=[CH:4][N:3]=1.[CH3:13][N:14]1[C:22]2[C:17](=[CH:18][CH:19]=[C:20]([CH2:23][NH:24][S:25]([C:28]3[CH:37]=[CH:36][C:31]([C:32]([O:34][CH3:35])=[O:33])=[CH:30][CH:29]=3)(=[O:27])=[O:26])[CH:21]=2)[CH:16]=[N:15]1>>[Cl:8][C:7]1[C:2]([N:24]([CH2:23][C:20]2[CH:21]=[C:22]3[C:17]([CH:16]=[N:15][N:14]3[CH3:13])=[CH:18][CH:19]=2)[S:25]([C:28]2[CH:37]=[CH:36][C:31]([C:32]([O:34][CH3:35])=[O:33])=[CH:30][CH:29]=2)(=[O:27])=[O:26])=[N:3][CH:4]=[C:5]([C:9]([F:12])([F:11])[F:10])[CH:6]=1. Procedure: The titled compound was prepared according to the procedure described in step-2 of Example 1 from 2,3-dichloro-5-(trifluoromethyl)pyridine and methyl 4-(N-((1-methyl-1H-indazol-6-yl)methyl)sulfamoyl)benzoate (step-1 of Example 17). Reactants: CN, O=C(O)c1cncc(-c2cc3nc(Cl)nc(N4CCOCC4)c3s2)c1, Cl. Product: CNC(=O)c1cncc(-c2cc3nc(Cl)nc(N4CCOCC4)c3s2)c1. RXN SMILES: [CH3:27][NH2:28].[Cl:1][c:2]1[n:3][c:4]([N:20]2[CH2:21][CH2:22][O:23][CH2:24][CH2:25]2)[c:5]2[c:6]([n:7]1)[cH:8][c:9](-[c:11]1[cH:12][c:13]([C:17](=[O:18])[OH:19])[cH:14][n:15][cH:16]1)[s:10]2.[ClH:26]>>[Cl:1][c:2]1[n:3][c:4]([N:20]2[CH2:21][CH2:22][O:23][CH2:24][CH2:25]2)[c:5]2[c:6]([n:7]1)[cH:8][c:9](-[c:11]1[cH:12][c:13]([C:17](=[O:18])[NH:28][CH3:27])[cH:14][n:15][cH:16]1)[s:10]2. Starting materials: [H-].[Na+] (sodium hydride), C1CCN2CCC3=C(NC4=CC=CC=C34)C12 (2,3,5,6,11,11b-Hexahydro-1H-indolizino[8,7-b]-indole), CI (Methyl iodide). Run in CN(C=O)C (dimethylformamide), CN(C=O)C (dimethylformamide). Conditions: temperature 25 celsius, time 16 hour. Yields the product CN1C2=C(C3=CC=CC=C13)CCN1CCCC12 (2,3,5,6,11,11b-hexahydro-11-methyl-1H-indolizino[8,7-b]indole). Reaction SMILES: [CH2:1]1[CH:16]2[N:4]([CH2:5][CH2:6][C:7]3[C:15]4[C:10](=[CH:11][CH:12]=[CH:13][CH:14]=4)[NH:9][C:8]=32)[CH2:3][CH2:2]1.[H-].[Na+].[CH3:19]I>CN(C)C=O>[CH3:19][N:9]1[C:10]2[C:15](=[CH:14][CH:13]=[CH:12][CH:11]=2)[C:7]2[CH2:6][CH2:5][N:4]3[CH:16]([C:8]1=2)[CH2:1][CH2:2][CH2:3]3 |f:1.2|. Procedure: 2,3,5,6,11,11b-Hexahydro-1H-indolizino[8,7-b]-indole (8.49 g.) is stirred for 1 hour at 25°C. in dimethylformamide (200 ml.) containing sodium hydride (2.11 g. of a 50% mineral oil dispersion). Methyl iodide (6.25 g.) in dimethylformamide (25 ml.) is added and the mixture is stirred at 25°C. for 16 hours. The dimethylformamide is distilled off, and the residue is dissolved in chloroform and washed with aqueous potassium bicarbonate and water, and dried. The product is chromatographed on neutral ...